Dataset: the Open Reaction Database (ORD), a public repository of structured organic reaction records. Task: describe an organic reaction: reactants, conditions, products, and yield Reactants: [BH3-]C#N, COc1ccc(CC(C)=O)cc1OC, CO, NCC(O)c1cccc(Cl)c1, [Na+]. The product is COc1ccc(CC(C)NCC(O)c2cccc(Cl)c2)cc1OC. As a reaction SMILES: [C:26]([BH3-:27])#[N:28].[CH3:12][O:13][c:14]1[cH:15][c:16]([CH2:22][C:23]([CH3:24])=[O:25])[cH:17][cH:18][c:19]1[O:20][CH3:21].[CH3:30][OH:31].[Cl:1][c:2]1[cH:3][c:4]([CH:8]([CH2:9][NH2:10])[OH:11])[cH:5][cH:6][cH:7]1.[Na+:29]>>[Cl:1][c:2]1[cH:3][c:4]([CH:8]([CH2:9][NH:10][CH:23]([CH2:22][c:16]2[cH:15][c:14]([O:13][CH3:12])[c:19]([O:20][CH3:21])[cH:18][cH:17]2)[CH3:24])[OH:11])[cH:5][cH:6][cH:7]1. The reactants are CC(=O)Cl, CN(C)c1ccncc1, CCN(C(C)C)C(C)C, ClCCl, CCOC(=O)C1CNc2ccccc2O1. As a reaction SMILES: [CH3:1][C:2]([Cl:3])=[O:4].[CH3:29][N:30]([c:31]1[cH:32][cH:33][n:34][cH:35][cH:36]1)[CH3:37].[CH:20]([N:21]([CH2:22][CH3:23])[CH:24]([CH3:25])[CH3:26])([CH3:27])[CH3:28].[Cl:38][CH2:39][Cl:40].[O:5]1[c:6]2[c:7]([cH:16][cH:17][cH:18][cH:19]2)[NH:8][CH2:9][CH:10]1[C:11](=[O:12])[O:13][CH2:14][CH3:15]>>[CH3:1][C:2](=[O:4])[N:8]1[c:7]2[c:6]([cH:19][cH:18][cH:17][cH:16]2)[O:5][CH:10]([C:11](=[O:12])[O:13][CH2:14][CH3:15])[CH2:9]1. Yields the product CCOC(=O)C1CN(C(C)=O)c2ccccc2O1. The reactants are BrC=1C=C(C(=NC1)F)C (5-bromo-2-fluoro-3-methylpyridine), [Cl-].[NH4+] (ammonium chloride), COC(=O)C1CCOCC1 (tetrahydro-2H-pyran-4-carboxylic acid methyl ester), solution, C[Si](C)(C)[N-][Si](C)(C)C.[Na+] (sodium bis(trimethylsilyl)amide). Solvent: C1(=CC=CC=C1)C (toluene), C1(=CC=CC=C1)C (toluene), O1CCCC1 (tetrahydrofuran). Reaction conditions: time 1 hour. The product is COC(=O)C1(CCOCC1)C1=NC=C(C=C1C)Br (4-(5-bromo-3-methylpyridin-2-yl)tetrahydro-2H-pyran-4-carboxylic acid methyl ester). The yield is 45.5%. As a reaction SMILES: [CH3:1][O:2][C:3]([CH:5]1[CH2:10][CH2:9][O:8][CH2:7][CH2:6]1)=[O:4].C[Si]([N-][Si](C)(C)C)(C)C.[Na+].[Br:21][C:22]1[CH:23]=[C:24]([CH3:29])[C:25](F)=[N:26][CH:27]=1.[Cl-].[NH4+]>C1(C)C=CC=CC=1.O1CCCC1>[CH3:1][O:2][C:3]([C:5]1([C:25]2[C:24]([CH3:29])=[CH:23][C:22]([Br:21])=[CH:27][N:26]=2)[CH2:10][CH2:9][O:8][CH2:7][CH2:6]1)=[O:4] |f:1.2,4.5|. Reported procedure: To a solution of tetrahydro-2H-pyran-4-carboxylic acid methyl ester (759 mg) in toluene (5 ml) was added dropwise a 1.0 M solution of sodium bis(trimethylsilyl)amide in tetrahydrofuran (5.26 ml) under ice-cooling, and stirred at the same temperature for 1 hour. Then, a solution of 5-bromo-2-fluoro-3-methylpyridine (1 g) in toluene (5 ml) was added dropwise thereto, and stirred at room temperature for 2 hours. After completion of the reaction, a saturated aqueous solution of ammonium chloride was... The reactants are steroid, C(C)(C)[N-]C(C)C.[Li+] (lithium diisopropylamide), FC(F)P(OCC)(OCC)=O (diethyl difluoromethylphosphonate), C(=O)=O.CC(=O)C (dry ice acetone). The solvent is C1CCOC1 (THF), C1CCOC1 (THF). The product is C(C)P(=O)(CC)C(F)(F)[Li] (Diethylphosphinyl-difluoromethyllithium). Reaction SMILES: C([N-][CH:5]([CH3:7])C)(C)C.[Li+:8].[F:9][CH:10]([P:12](=[O:19])(OCC)OCC)[F:11].C(=O)=O.C[C:24]([CH3:26])=O>C1COCC1>[CH2:24]([P:12]([C:10]([Li:8])([F:9])[F:11])([CH2:5][CH3:7])=[O:19])[CH3:26] |f:0.1,3.4|. Procedure details: A 5° solution of lithium diisopropylamide in THF (7.7 mmol, 17 ml) is added slowly (10 min) to a solution of diethyl difluoromethylphosphonate (8 mmol, 1.5 g) in THF (20 ml) with dry ice/acetone cooling. The mixture is stirred for 5 min before steroid addition. Starting materials: C(C)(C)(C)OC(=O)N1CCC(CC1)OC1=CC=C(NCC2=CC=C3C=CC(=CC3=C2)C#N)C=C1 (7-[[4-[(1-t-Butoxycarbonyl-4-piperidyl)oxy]anilino]methyl]-2-naphthalenecarbonitrile), C(C)#N (acetonitrile), Example 2, C(C)SN=C=O (ethyl thioisocyanate). Product: C(C)(C)(C)OC(=O)N1CCC(CC1)OC1=CC=C(C=C1)N(C(=S)NCC)CC1=CC2=CC(=CC=C2C=C1)C#N (1-[4-[(1-t-butoxycarbonyl-4-piperidyl)oxy]phenyl]-1-[(7-cyano-2-naphthyl)methyl]-3-ethylthiourea). RXN SMILES: [C:1]([O:5][C:6]([N:8]1[CH2:13][CH2:12][CH:11]([O:14][C:15]2[CH:34]=[CH:33][C:18]([NH:19][CH2:20][C:21]3[CH:30]=[C:29]4[C:24]([CH:25]=[CH:26][C:27]([C:31]#[N:32])=[CH:28]4)=[CH:23][CH:22]=3)=[CH:17][CH:16]=2)[CH2:10][CH2:9]1)=[O:7])([CH3:4])([CH3:3])[CH3:2].[CH2:35]([S:37]N=C=O)C.[C:41](#[N:43])[CH3:42]>>[C:1]([O:5][C:6]([N:8]1[CH2:13][CH2:12][CH:11]([O:14][C:15]2[CH:16]=[CH:17][C:18]([N:19]([CH2:20][C:21]3[CH:22]=[CH:23][C:24]4[C:29](=[CH:28][C:27]([C:31]#[N:32])=[CH:26][CH:25]=4)[CH:30]=3)[C:35]([NH:43][CH2:41][CH3:42])=[S:37])=[CH:33][CH:34]=2)[CH2:10][CH2:9]1)=[O:7])([CH3:4])([CH3:2])[CH3:3]. Procedure: 7-[[4-[(1-t-Butoxycarbonyl-4-piperidyl)oxy]anilino]methyl]-2-naphthalenecarbonitrile obtained in Reference Example 2 (150 mg) was dissolved in 4 ml of acetonitrile, 710 mg of ethyl thioisocyanate was added to the solution, and the mixture was heated under reflux for 4 days. The reaction solution was evaporated, and the resulting residue was purified by silica gel column chromatography using hexane:ethyl acetate (7:3) as the eluent to give 171 mg of 1-[4-[(1-t-butoxycarbonyl-4-piperidyl)oxy]pheny... Starting materials: resultant solution, C(C(C)(C)C)(=O)OCI (iodomethyl pivalate), resultant mixture, [Na+].CON=C(C(=O)NC1[C@@H]2N(C(=C(CS2)C=CC2=C(N=CS2)C)C(=O)[O-])C1=O)C=1N=C(SC1)N (7-[2-Methoxyimino-2-(2-aminothiazol-4-yl)acetamido]-3-[2-(4-methylthiazol-5-yl)vinyl]-3-cephem-4-carboxylic acid sodium salt), ice water, C(C)(=O)OCC (ethyl acetate). Solvent: CN(C=O)C (dimethylformamide), CN(C=O)C (dimethylformamide). The product is C(C(C)(C)C)(=O)OCOC(=O)C1=C(CS[C@H]2N1C(C2NC(C(C=2N=C(SC2)N)=NOC)=O)=O)C=CC2=C(N=CS2)C (7-[2-methoxyimino-2-(2-aminothiazol-4-yl)acetamido]-3-[2-(4-methylthiazol-5-yl)vinyl]-3-cephem-4-carboxylic acid pivaloyloxymethyl ester). As a reaction SMILES: [Na+].[CH3:2][O:3][N:4]=[C:5]([C:29]1[N:30]=[C:31]([NH2:34])[S:32][CH:33]=1)[C:6]([NH:8][CH:9]1[C:27](=[O:28])[N:11]2[C:12]([C:24]([O-:26])=[O:25])=[C:13]([CH:16]=[CH:17][C:18]3[S:22][CH:21]=[N:20][C:19]=3[CH3:23])[CH2:14][S:15][C@H:10]12)=[O:7].[C:35]([O:41][CH2:42]I)(=[O:40])[C:36]([CH3:39])([CH3:38])[CH3:37].C(OCC)(=O)C>CN(C)C=O>[C:35]([O:41][CH2:42][O:25][C:24]([C:12]1[N:11]2[C:27](=[O:28])[CH:9]([NH:8][C:6](=[O:7])[C:5](=[N:4][O:3][CH3:2])[C:29]3[N:30]=[C:31]([NH2:34])[S:32][CH:33]=3)[C@H:10]2[S:15][CH2:14][C:13]=1[CH:16]=[CH:17][C:18]1[S:22][CH:21]=[N:20][C:19]=1[CH3:23])=[O:26])(=[O:40])[C:36]([CH3:39])([CH3:38])[CH3:37] |f:0.1|. Reported procedure: 7-[2-Methoxyimino-2-(2-aminothiazol-4-yl)acetamido]-3-[2-(4-methylthiazol-5-yl)vinyl]-3-cephem-4-carboxylic acid sodium salt (syn-isomer, trans-isomer) (0.03 g, 0.06 mmol) was dissolved in dimethylformamide (3 ml). To the resultant solution was added a solution in dimethylformamide (1 ml) of iodomethyl pivalate (as prepared by reacting chloromethyl pivalate (0.090 g, 0.60 mmol) with sodium iodide (0.090 g, 0.06 mmol) in acetone) under ice-cooling, followed by stirring the resultant mixture for 1... Starting materials: CC(C)=O, [Cl-], O=[N+]([O-])c1ccccc1C=Cc1ncon1. Product: Nc1ccccc1C=Cc1ncon1. RXN SMILES: [CH3:18][C:19](=[O:20])[CH3:21].[Cl-:1].[N+:2]([O-:3])(=[O:4])[c:5]1[c:6]([CH:7]=[CH:8][c:9]2[n:10][o:11][cH:12][n:13]2)[cH:14][cH:15][cH:16][cH:17]1>>[NH2:2][c:5]1[c:6]([CH:7]=[CH:8][c:9]2[n:10][o:11][cH:12][n:13]2)[cH:14][cH:15][cH:16][cH:17]1. The reactants are [Na+], O=C([O-])O, O, CCOC(=O)CC(C)(O)c1ccc(-c2ccc(Cl)cc2)cc1, Cc1ccc(S(=O)(=O)O)cc1, c1ccccc1. Yields the product CCOC(=O)C=C(C)c1ccc(-c2ccc(Cl)cc2)cc1. As a reaction SMILES: [Na+:38].[O-:34][C:35]([OH:36])=[O:37].[OH2:45].[OH:1][C:2]([CH2:3][C:4](=[O:5])[O:6][CH2:7][CH3:8])([CH3:9])[c:10]1[cH:11][cH:12][c:13](-[c:16]2[cH:17][cH:18][c:19]([Cl:22])[cH:20][cH:21]2)[cH:14][cH:15]1.[c:23]1([CH3:24])[cH:25][cH:26][c:27]([S:28]([OH:29])(=[O:30])=[O:31])[cH:32][cH:33]1.[cH:39]1[cH:40][cH:41][cH:42][cH:43][cH:44]1>>[C:2](=[CH:3][C:4](=[O:5])[O:6][CH2:7][CH3:8])([CH3:9])[c:10]1[cH:11][cH:12][c:13](-[c:16]2[cH:17][cH:18][c:19]([Cl:22])[cH:20][cH:21]2)[cH:14][cH:15]1. Yields the product COC1=CC=C(C=C1)C1(CCNCC1)C1=CC=C(C=C1)OC (4,4-bis-(4-methoxyphenyl)piperidine), NCCCN1CCC(CC1)(C1=CC=C(C=C1)OC)C1=CC=C(C=C1)OC (1-(3-aminopropyl)-4,4-bis-(4-methoxyphenyl)piperidine). Procedure: 4,4-bis-(4-Methoxyphenyl)piperidine (9.01 g, 30.3 mmol, 1.00 equiv), 3-bromopropylamine hydrobromide (6.66 g, 30.3 mmol, 1.00 equiv) and potassium carbonate (5.02 g, 36.3 mmol, 1.20 equiv) were stirred in refluxing anhydrous 1,4-dioxane (200 mL) for 12 hours. After removal of dioxane, water (200 mL) was added and the pH was adjusted to 11-12 by addition of 1N aqueous NaOH. The mixture was extracted with CH2Cl2 (4×200 mL). The combined organic solutions were dried over MgSO4 and concentrated. The... The reactants are COC1=CC=C(C=C1)C1(CCNCC1)C1=CC=C(C=C1)OC (4,4-bis-(4-Methoxyphenyl)piperidine), Br.BrCCCN (3-bromopropylamine hydrobromide), C([O-])([O-])=O.[K+].[K+] (potassium carbonate). Reaction SMILES: [CH3:1][O:2][C:3]1[CH:8]=[CH:7][C:6]([C:9]2([C:15]3[CH:20]=[CH:19][C:18]([O:21][CH3:22])=[CH:17][CH:16]=3)[CH2:14][CH2:13][NH:12][CH2:11][CH2:10]2)=[CH:5][CH:4]=1.Br.Br[CH2:25][CH2:26][CH2:27][NH2:28].C(=O)([O-])[O-].[K+].[K+]>O1CCOCC1>[CH3:1][O:2][C:3]1[CH:4]=[CH:5][C:6]([C:9]2([C:15]3[CH:16]=[CH:17][C:18]([O:21][CH3:22])=[CH:19][CH:20]=3)[CH2:14][CH2:13][NH:12][CH2:11][CH2:10]2)=[CH:7][CH:8]=1.[NH2:28][CH2:27][CH2:26][CH2:25][N:12]1[CH2:13][CH2:14][C:9]([C:15]2[CH:16]=[CH:17][C:18]([O:21][CH3:22])=[CH:19][CH:20]=2)([C:6]2[CH:5]=[CH:4][C:3]([O:2][CH3:1])=[CH:8][CH:7]=2)[CH2:10][CH2:11]1 |f:1.2,3.4.5|. The solvent is O1CCOCC1 (1,4-dioxane).